This data is from the Open Reaction Database (ORD), a public repository of structured organic reaction records. The task is: describe an organic reaction: reactants, conditions, products, and yield Starting materials: CC(C)(C)OC(=O)NCCCCCCCCCCC(=O)O, O=C(n1ccnc1)n1ccnc1, CC(C)(C)OC(=O)N1CCNCC1, C1CCOC1. Yields the product CC(C)(C)OC(=O)NCCCCCCCCCCC(=O)N1CCN(C(=O)OC(C)(C)C)CC1. RXN SMILES: [C:13]([CH3:14])([CH3:15])([CH3:16])[O:17][C:18](=[O:19])[NH:20][CH2:21][CH2:22][CH2:23][CH2:24][CH2:25][CH2:26][CH2:27][CH2:28][CH2:29][CH2:30][C:31](=[O:32])[OH:33].[C:1]([n:2]1[cH:3][cH:4][n:5][cH:6]1)([n:7]1[cH:8][cH:9][n:10][cH:11]1)=[O:12].[C:34]([CH3:35])([CH3:36])([CH3:37])[O:38][C:39](=[O:40])[N:41]1[CH2:42][CH2:43][NH:44][CH2:45][CH2:46]1.[O:47]1[CH2:48][CH2:49][CH2:50][CH2:51]1>>[C:13]([CH3:14])([CH3:15])([CH3:16])[O:17][C:18](=[O:19])[NH:20][CH2:21][CH2:22][CH2:23][CH2:24][CH2:25][CH2:26][CH2:27][CH2:28][CH2:29][CH2:30][C:31](=[O:33])[N:44]1[CH2:43][CH2:42][N:41]([C:39]([O:38][C:34]([CH3:35])([CH3:36])[CH3:37])=[O:40])[CH2:46][CH2:45]1. The reactants are CCOC(=O)C(OC)c1ccccc1COC1CCCCO1, CO, O, Cc1ccc(S(=O)(=O)[O-])cc1, c1cc[nH+]cc1. Product: COC1C(=O)OCc2ccccc21. RXN SMILES: [CH3:18][O:19][CH:20]([C:25]([O:36][CH2:37][CH3:38])=[O:39])[c:26]1[c:27]([CH2:32][O:33][CH:34]2[CH2:21][CH2:22][CH2:23][CH2:24][O:35]2)[cH:28][cH:29][cH:30][cH:31]1.[CH3:41][OH:42].[OH2:40].[c:1]1([CH3:2])[cH:3][cH:4][c:5]([S:6]([O-:7])(=[O:8])=[O:9])[cH:10][cH:11]1.[nH+:12]1[cH:13][cH:14][cH:15][cH:16][cH:17]1>>[CH3:18][O:19][CH:20]1[c:26]2[c:27]([cH:28][cH:29][cH:30][cH:31]2)[CH2:32][O:33][C:34]1=[O:35]. The reactants are [N+](=O)([O-])C1=CC2=C(C3=CC=C2C3)C=C1 (5-nitro-benzonorbornadiene). Reagents/catalysts: [Ni] (Raney nickel), [Pd] (palladium on carbon). The solvent is CO (methanol). Yields the product NC1=CC2=C(C3CCC2C3)C=C1 (5-amino-benzonorbornene). As a reaction SMILES: [N+:1]([C:4]1[CH:14]=[CH:13][C:7]2[C:8]3[CH2:12][C:11]([C:6]=2[CH:5]=1)=[CH:10][CH:9]=3)([O-])=O>[Ni].[Pd].CO>[NH2:1][C:4]1[CH:14]=[CH:13][C:7]2[CH:8]3[CH2:12][CH:11]([C:6]=2[CH:5]=1)[CH2:10][CH2:9]3. Procedure details: In the synthesis shown in Scheme 1, a 3-nitrobenzene, generated from a 6-nitro-anthranilic acid (A), is reacted with a cyclic 1,4-diene (B), such as 5-isopropyl-cyclopentadiene, to form a 5-nitro-benzonorbornadiene (C) in a Diels-Alder reaction. Under standard catalytic reduction conditions (for example, using Raney nickel or palladium on carbon in a solvent such as methanol), both the 5-nitro group and the 2,3-double bond of the 5-nitro-benzonorbornadiene (C) are reduced to form the 5-amino-ben...